From a dataset of the Open Reaction Database (ORD), a public repository of structured organic reaction records. describe an organic reaction: reactants, conditions, products, and yield Starting materials: CC(COC1=CC=2C3(C4=CC(=CC=C4OC2C=C1)C=1C=NC=NC1)N=C(OC3)N)(C)C (2′-(2,2-Dimethylpropoxy)-7′-(5-pyrimidinyl)spiro[1,3-oxazole-4,9′-xanthen]-2-amine), C(=O)=O (CO2). Run in CO (MeOH). Product: CC(COC1=CC=2[C@@]3(C4=CC(=CC=C4OC2C=C1)C=1C=NC=NC1)N=C(OC3)N)(C)C ((R)-2′-(2,2-dimethylpropoxy)-7′-(5-pyrimidinyl)spiro[1,3-oxazole-4,9′-xanthen]-2-amine). The yield is 36.6%. As a reaction SMILES: [CH3:1][C:2]([CH3:31])([CH3:30])[CH2:3][O:4][C:5]1[CH:18]=[CH:17][C:16]2[O:15][C:14]3[C:9](=[CH:10][C:11]([C:19]4[CH:20]=[N:21][CH:22]=[N:23][CH:24]=4)=[CH:12][CH:13]=3)[C:8]3([CH2:28][O:27][C:26]([NH2:29])=[N:25]3)[C:7]=2[CH:6]=1.C(=O)=O>CO>[CH3:1][C:2]([CH3:31])([CH3:30])[CH2:3][O:4][C:5]1[CH:18]=[CH:17][C:16]2[O:15][C:14]3[C:9](=[CH:10][C:11]([C:19]4[CH:20]=[N:21][CH:22]=[N:23][CH:24]=4)=[CH:12][CH:13]=3)[C@:8]3([CH2:28][O:27][C:26]([NH2:29])=[N:25]3)[C:7]=2[CH:6]=1. Reported procedure: 2′-(2,2-Dimethylpropoxy)-7′-(5-pyrimidinyl)spiro[1,3-oxazole-4,9′-xanthen]-2-amine (139 mg) was subjected to chromatography using 40:60:0.2 MeOH:CO2:DEA at 70 ml/min on a 20×250 mm, 5 μm ChiralPak AD-H column and 100-bar system pressure. The first peak (RT=2.0 min) provided (R)-2′-(2,2-dimethylpropoxy)-7′-(5-pyrimidinyl)spiro[1,3-oxazole-4,9′-xanthen]-2-amine (50.9 mg, >99% ee), and the second peak (RT=3.9 min) provided (S)-2′-(2,2-dimethylpropoxy)-7′-(5-pyrimidinyl)spiro[1,3-oxazole-4,9′-xanthe... Starting materials: ClCCl, CC1(C)OCC(c2cnc(N)cn2)O1, CN(C)C=O, O=C(O)C(CC1CCCC1)N1Cc2c(cccc2C(F)(F)F)C1=O, O=C(Cl)C(=O)Cl, Cc1cccc(C)n1. Product: CC1(C)OCC(c2cnc(NC(=O)C(CC3CCCC3)N3Cc4c(cccc4C(F)(F)F)C3=O)cn2)O1. RXN SMILES: [CH2:53]([Cl:54])[Cl:55].[CH3:31][C:32]1([CH3:44])[O:33][CH2:34][CH:35]([c:37]2[n:38][cH:39][c:40]([NH2:43])[n:41][cH:42]2)[O:36]1.[CH3:56][N:57]([CH3:58])[CH:59]=[O:60].[CH:1]1([CH2:6][CH:7]([C:8](=[O:9])[OH:10])[N:11]2[C:12](=[O:24])[c:13]3[cH:14][cH:15][cH:16][c:17]([C:20]([F:21])([F:22])[F:23])[c:18]3[CH2:19]2)[CH2:2][CH2:3][CH2:4][CH2:5]1.[Cl:25][C:26]([C:27]([Cl:28])=[O:29])=[O:30].[n:45]1[c:46]([CH3:47])[cH:48][cH:49][cH:50][c:51]1[CH3:52]>>[CH:1]1([CH2:6][CH:7]([C:8](=[O:9])[NH:43][c:40]2[cH:39][n:38][c:37]([CH:35]3[CH2:34][O:33][C:32]([CH3:31])([CH3:44])[O:36]3)[cH:42][n:41]2)[N:11]2[C:12](=[O:24])[c:13]3[cH:14][cH:15][cH:16][c:17]([C:20]([F:21])([F:22])[F:23])[c:18]3[CH2:19]2)[CH2:2][CH2:3][CH2:4][CH2:5]1. Reactants: O=C(OCCS(=O)(=O)[O-])c1ccccc1, CC(=O)CC(C)C, C[O-], CO, Cl, [Na+], c1ccc([S+](c2ccccc2)c2ccccc2)cc1. Yields the product O=S(=O)([O-])CCO, c1ccc([S+](c2ccccc2)c2ccccc2)cc1. As a reaction SMILES: [C:1](=[O:2])([c:3]1[cH:4][cH:5][cH:6][cH:7][cH:8]1)[O:9][CH2:10][CH2:11][S:12](=[O:13])(=[O:14])[O-:15].[CH2:39]([C:40]([CH3:41])=[O:42])[CH:43]([CH3:44])[CH3:45].[CH3:35][O-:36].[CH3:46][OH:47].[ClH:38].[Na+:37].[c:16]1([S+:22]([c:23]2[cH:24][cH:25][cH:26][cH:27][cH:28]2)[c:29]2[cH:30][cH:31][cH:32][cH:33][cH:34]2)[cH:17][cH:18][cH:19][cH:20][cH:21]1>>[OH:9][CH2:10][CH2:11][S:12](=[O:13])(=[O:14])[O-:15].[c:16]1([S+:22]([c:23]2[cH:24][cH:25][cH:26][cH:27][cH:28]2)[c:29]2[cH:30][cH:31][cH:32][cH:33][cH:34]2)[cH:17][cH:18][cH:19][cH:20][cH:21]1. The reactants are ClCC(C)N1C(N(CC1C)C1=CC(=CC=C1)Cl)=O (3-(2-chloro-1-methylethyl)-1-(m-chlorophenyl)-4-methyl-2-imidazolidinone), C(CC)C1(CNC1)CCC (3,3-dipropylazetidine). Run in C1=CC=CC=C1 (benzene). Product: ClC=1C=C(C=CC1)N1C(N(C(C1)C)C(CN1CC(C1)(CCC)CCC)C)=O (1-(m-Chlorophenyl)-4-methyl-3-[2-(3,3-dipropylazetidin-1-yl)-1-methylethyl]-2-imidazolidinone). RXN SMILES: Cl[CH2:2][CH:3]([N:5]1[CH:9]([CH3:10])[CH2:8][N:7]([C:11]2[CH:16]=[CH:15][CH:14]=[C:13]([Cl:17])[CH:12]=2)[C:6]1=[O:18])[CH3:4].[CH2:19]([C:22]1([CH2:26][CH2:27][CH3:28])[CH2:25][NH:24][CH2:23]1)[CH2:20][CH3:21]>C1C=CC=CC=1>[Cl:17][C:13]1[CH:12]=[C:11]([N:7]2[CH2:8][CH:9]([CH3:10])[N:5]([CH:3]([CH3:4])[CH2:2][N:24]3[CH2:25][C:22]([CH2:26][CH2:27][CH3:28])([CH2:19][CH2:20][CH3:21])[CH2:23]3)[C:6]2=[O:18])[CH:16]=[CH:15][CH:14]=1. Reported procedure: A mixture of 7 g. of 3-(2-chloro-1-methylethyl)-1-(m-chlorophenyl)-4-methyl-2-imidazolidinone and 10 g. of 3,3-dipropylazetidine in 100 ml. of anhydrous benzene is heated in a bomb at 150°-160° C. for 8 hours. The solvent is evaporated under vacuum and the residue is taken up with water, alkalinized with aqueous sodium carbonate and extracted with diethyl ether. The residue obtained by evaporation of the organic layer is purified by column chromatography through silica gel, using as the eluent c...